From a dataset of the Open Reaction Database (ORD), a public repository of structured organic reaction records. describe an organic reaction: reactants, conditions, products, and yield The reactants are ClC1=C(C=NC2=NC(=C(C=C12)OCC)C)C(=O)OCC (ethyl 4-chloro-6-ethoxy-7-methyl-1,8-naphthyridine-3-carboxylate), COC1=CC=C(N)C=C1 (4-methoxyaniline). Solvent: C(C)O (ethanol). Yields the product Cl.COC1=CC=C(NC2=C(C=NC3=NC(=C(C=C23)OCC)C)C(=O)OCC)C=C1 (ethyl 4-(4-methoxyanilino)-6-ethoxy-7-methyl-1,8-naphthyridine-3-carboxylate hydrochloride). RXN SMILES: [Cl:1][C:2]1[C:11]2[C:6](=[N:7][C:8]([CH3:15])=[C:9]([O:12][CH2:13][CH3:14])[CH:10]=2)[N:5]=[CH:4][C:3]=1[C:16]([O:18][CH2:19][CH3:20])=[O:17].[CH3:21][O:22][C:23]1[CH:29]=[CH:28][C:26]([NH2:27])=[CH:25][CH:24]=1>C(O)C>[ClH:1].[CH3:21][O:22][C:23]1[CH:29]=[CH:28][C:26]([NH:27][C:2]2[C:11]3[C:6](=[N:7][C:8]([CH3:15])=[C:9]([O:12][CH2:13][CH3:14])[CH:10]=3)[N:5]=[CH:4][C:3]=2[C:16]([O:18][CH2:19][CH3:20])=[O:17])=[CH:25][CH:24]=1 |f:3.4|. Reported procedure: A mixture of ethyl 4-chloro-6-ethoxy-7-methyl-1,8-naphthyridine-3-carboxylate (3.5 g) and 4-methoxyaniline (1.5 g) in ethanol (50 ml) was boiled under reflux for 1.5 hours. The reaction mixture was concentrated to half the volume, cooled and ether added. The solid was collected by filtration and dried to give ethyl 4-(4-methoxyanilino)-6-ethoxy-7-methyl-1,8-naphthyridine-3-carboxylate hydrochloride m.p. 260°-262° C. (with decomposition). As a reaction SMILES: [CH:1]([CH2:3][CH:4]1[CH2:9][CH2:8][N:7]([CH2:10][C:11]2([CH3:31])[CH2:15][C:14]3[C:16]([CH3:30])=[C:17]([NH:22][C:23](=[O:29])[O:24][C:25]([CH3:28])([CH3:27])[CH3:26])[C:18]([CH3:21])=[C:19]([CH3:20])[C:13]=3[O:12]2)[CH2:6][CH2:5]1)=O.[C:32]1([CH:38]([C:42]2[CH:47]=[CH:46][CH:45]=[CH:44][CH:43]=2)[CH2:39][CH2:40][NH2:41])[CH:37]=[CH:36][CH:35]=[CH:34][CH:33]=1>>[C:42]1([CH:38]([C:32]2[CH:33]=[CH:34][CH:35]=[CH:36][CH:37]=2)[CH2:39][CH2:40][NH:41][CH2:1][CH2:3][CH:4]2[CH2:9][CH2:8][N:7]([CH2:10][C:11]3([CH3:31])[CH2:15][C:14]4[C:16]([CH3:30])=[C:17]([NH:22][C:23](=[O:29])[O:24][C:25]([CH3:28])([CH3:27])[CH3:26])[C:18]([CH3:21])=[C:19]([CH3:20])[C:13]=4[O:12]3)[CH2:6][CH2:5]2)[CH:43]=[CH:44][CH:45]=[CH:46][CH:47]=1. Product: C1(=CC=CC=C1)C(CCNCCC1CCN(CC1)CC1(OC2=C(C1)C(=C(C(=C2C)C)NC(OC(C)(C)C)=O)C)C)C2=CC=CC=C2 (Tert-buty [2-[[4-[2-[(3,3-diphenylpropyl)amino]ethyl]-1-piperidinyl]methyl]-2,3-dihydro-2,4,6,7-tetramethylbenzofuran-5-yl]carbamate). Yield: 97.0%. Reported procedure: Using tert-butyl [2-[[4-(formylmethyl)-1-piperidinyl]methyl]-2,3-dihydro-2,4,6,7-tetramethylbenzofuran-5yl]carbamate and (3,3-diphenylpropyl)amine, the procedure of Reference Example 44 was otherwise repeated to provide the title compound. Yield 97%. Starting materials: C(=O)CC1CCN(CC1)CC1(OC2=C(C1)C(=C(C(=C2C)C)NC(OC(C)(C)C)=O)C)C (tert-butyl [2-[[4-(formylmethyl)-1-piperidinyl]methyl]-2,3-dihydro-2,4,6,7-tetramethylbenzofuran-5yl]carbamate), C1(=CC=CC=C1)C(CCN)C1=CC=CC=C1 ((3,3-diphenylpropyl)amine). The reactants are Cl (hydrochloric acid), C(C)(C)(C)OC(=O)N1CC2CC(CC2C1)(C(=O)OCC)C(=O)OCC (diethyl 3-(tert-butoxycarbonyl)-3-azabicyclo[3.3.0]octane-7,7-dicarboxylate), O (water), C(=O)(OC(C)(C)C)OC(=O)OC(C)(C)C (Di-tert-butyl dicarbonate). Run in C(C)(C)(C)O (tert-butanol), C(C)(=O)OCC (Ethyl acetate). Reaction conditions: time 8 hour. The product is C(C)(C)(C)OC(=O)N1CC2CC(CC2C1)C(=O)O (3-(tert-butoxycarbonyl)-3-azabicyclo[3.3.0]octane-7-carboxylic acid). Isolated yield 67.7%. RXN SMILES: [C:1]([O:5][C:6]([N:8]1[CH2:15][CH:14]2[CH:10]([CH2:11][C:12](C(OCC)=O)([C:16]([O:18]CC)=[O:17])[CH2:13]2)[CH2:9]1)=[O:7])([CH3:4])([CH3:3])[CH3:2].O.C(OC(OC(C)(C)C)=O)(OC(C)(C)C)=O.Cl>C(O)(C)(C)C.C(OCC)(=O)C>[C:1]([O:5][C:6]([N:8]1[CH2:9][CH:10]2[CH:14]([CH2:13][CH:12]([C:16]([OH:18])=[O:17])[CH2:11]2)[CH2:15]1)=[O:7])([CH3:4])([CH3:2])[CH3:3]. Procedure: To the diethyl 3-(tert-butoxycarbonyl)-3-azabicyclo[3.3.0]octane-7,7-dicarboxylate (10.5 g, 29.5 mmol) was added water (25 mL) and concentrated (12 N) hydrochloric acid (75 mL). The mixture was heated at reflux for 8 h. The volatiles were evaporated, and the residue was dissolved in water (10 mL) and the pH of the solution was adjusted to pH 8 with 10% aqueous sodium bicarbonate. Di-tert-butyl dicarbonate (8.5 g, 39 mmol) in tert-butanol (60 mL) was added and the reaction was stirred overnight a...